describe an organic reaction: reactants, conditions, products, and yield From a dataset of the Open Reaction Database (ORD), a public repository of structured organic reaction records. Starting materials: NC=1C=CC2=C(OCC3=C(C2=O)C=CC(=C3)[N+](=O)[O-])C1 (3-Amino-8-nitro-6H-dibenzo[b,e]oxepin-11-one), CC(C)(C)[O-].[K+] (KOt-Bu), ClC1=C(C=C(C=C1)F)F (1-chloro-2,4-difluorobenzene), C1(CCCCC1)P(C1=C(C=CC=C1)C1=C(C=C(C=C1C(C)C)C(C)C)C(C)C)C1CCCCC1 (2-(dicyclohexylphosphino)-2′,4′,6′-triisopropylbiphenyl). The reagents and catalysts are CC(=O)[O-].CC(=O)[O-].[Pd+2] (Pd(OAc)2). The solvent is C1(=CC=CC=C1)C (toluene), CC(C)(C)O (t-BuOH). Reaction conditions: temperature 100 celsius. Product: FC1=C(C=CC(=C1)F)NC=1C=CC2=C(OCC3=C(C2=O)C=CC(=C3)[N+](=O)[O-])C1 (3-(2,4-Difluorophenylamino)-8-nitro-6H-dibenzo[b,e]oxepin-11-one). As a reaction SMILES: [NH2:1][C:2]1[CH:3]=[CH:4][C:5]2[C:11](=[O:12])[C:10]3[CH:13]=[CH:14][C:15]([N+:17]([O-:19])=[O:18])=[CH:16][C:9]=3[CH2:8][O:7][C:6]=2[CH:20]=1.Cl[C:22]1[CH:27]=[CH:26][C:25]([F:28])=[CH:24][C:23]=1[F:29].C1(P(C2CCCCC2)C2C=CC=CC=2C2C(C(C)C)=CC(C(C)C)=CC=2C(C)C)CCCCC1.CC([O-])(C)C.[K+]>C1(C)C=CC=CC=1.CC([O-])=O.CC([O-])=O.[Pd+2].CC(O)(C)C>[F:28][C:25]1[CH:24]=[C:23]([F:29])[CH:22]=[CH:27][C:26]=1[NH:1][C:2]1[CH:3]=[CH:4][C:5]2[C:11](=[O:12])[C:10]3[CH:13]=[CH:14][C:15]([N+:17]([O-:19])=[O:18])=[CH:16][C:9]=3[CH2:8][O:7][C:6]=2[CH:20]=1 |f:3.4,6.7.8|. Reported procedure: In accordance with general method Z, 0.50 g (1.85 mmol) of (6), 0.28 g (1.89 mmol) of 1-chloro-2,4-difluorobenzene, 2 spatula tips of Pd(OAc)2, 0.09 g of 2-(dicyclohexylphosphino)-2′,4′,6′-triisopropylbiphenyl (phosphine ligand), 0.50 g of KOt-Bu, 1.5 ml of t-BuOH are weighed out and dissolved in 10 ml of toluene (anhydrous). The mixture is refluxed at 100° C. under an argon atmosphere for 4 h. The crude product is purified by chromatography over silica gel with MC/EtOH (98/2). Yield: 0.05 g (7.... Starting materials: FC1=C(C=CC(=C1)F)[C@@]12N=C(SC[C@@H]1C[C@@H](OC2)CO)NC(C2=CC=CC=C2)=O (N-[(4aR,6R,8aS)-8a-(2,4-difluorophenyl)-6-(hydroxymethyl)-4,4a,5,6,8,8a-hexahydropyrano[3,4-d][1,3]thiazin-2-yl]benzamide), O.C[N+]1(CCOCC1)[O-] (4-methylmorpholine N-oxide monohydrate), CC(C)O (2-propanol). Reagents/catalysts: [Ru](=O)(=O)(=O)[O-].C(CC)[N+](CCC)(CCC)CCC (Tetrapropylammonium perruthenate). Run in C(C)#N (acetonitrile). Conditions: time 90 minute. The product is C(C1=CC=CC=C1)(=O)NC=1SC[C@H]2[C@@](N1)(CO[C@H](C2)C(=O)O)C2=C(C=C(C=C2)F)F ((4aR,6R,8aS)-2-(Benzoylamino)-8a-(2,4-difluorophenyl)-4,4a,5,6,8,8a-hexahydropyrano[3,4-d][1,3]thiazine-6-carboxylic acid). As a reaction SMILES: [F:1][C:2]1[CH:7]=[C:6]([F:8])[CH:5]=[CH:4][C:3]=1[C@:9]12[CH2:18][O:17][C@@H:16]([CH2:19][OH:20])[CH2:15][C@H:14]1[CH2:13][S:12][C:11]([NH:21][C:22](=[O:29])[C:23]1[CH:28]=[CH:27][CH:26]=[CH:25][CH:24]=1)=[N:10]2.O.C[N+]1([O-])CC[O:35]CC1.CC(O)C>C(#N)C.[Ru]([O-])(=O)(=O)=O.C([N+](CCC)(CCC)CCC)CC>[C:22]([NH:21][C:11]1[S:12][CH2:13][C@@H:14]2[CH2:15][C@H:16]([C:19]([OH:35])=[O:20])[O:17][CH2:18][C@:9]2([C:3]2[CH:4]=[CH:5][C:6]([F:8])=[CH:7][C:2]=2[F:1])[N:10]=1)(=[O:29])[C:23]1[CH:24]=[CH:25][CH:26]=[CH:27][CH:28]=1 |f:1.2,5.6|. Procedure details: Tetrapropylammonium perruthenate (1.09 g, 3.10 mmol) was added to a mixture of N-[(4aR,6R,8aS)-8a-(2,4-difluorophenyl)-6-(hydroxymethyl)-4,4a,5,6,8,8a-hexahydropyrano[3,4-d][1,3]thiazin-2-yl]benzamide (P1) (13.0 g, 31.1 mmol) and 4-methylmorpholine N-oxide monohydrate (25.2 g, 186 mmol) in acetonitrile (207 mL), and the reaction mixture was stirred for 90 minutes at room temperature. After addition of 2-propanol (100 mL), it was stirred for an additional 2 hours and then concentrated in vacuo. T...